This data is from the Open Reaction Database (ORD), a public repository of structured organic reaction records. The task is: describe an organic reaction: reactants, conditions, products, and yield Procedure: A solution of 580 mg of N-carboethoxy-N'-(3-phenylpropyl)ethylenediamine in 10 ml of concentrated hydrochloric acid was heated in a sealed tube at 120° C. overnight. The mixture was concentrated under reduced pressure. Toluene was added and the mixture was again concentrated. Two repetitions of this procedure gave 630 mg of N-(3-phenylpropyl)ethylenediamine dihydrochloride. This product was submitted to the next step without purification. Yields the product Cl.Cl.C1(=CC=CC=C1)CCCNCCN (N-(3-phenylpropyl)ethylenediamine dihydrochloride). Reaction SMILES: C([NH:6][CH2:7][CH2:8][NH:9][CH2:10][CH2:11][CH2:12][C:13]1[CH:18]=[CH:17][CH:16]=[CH:15][CH:14]=1)(OCC)=O.[ClH:19]>>[ClH:19].[ClH:19].[C:13]1([CH2:12][CH2:11][CH2:10][NH:9][CH2:8][CH2:7][NH2:6])[CH:18]=[CH:17][CH:16]=[CH:15][CH:14]=1 |f:2.3.4|. The reactants are C(=O)(OCC)NCCNCCCC1=CC=CC=C1 (N-carboethoxy-N'-(3-phenylpropyl)ethylenediamine), Cl (hydrochloric acid). Product: CCn1cncc1-c1cc2nccc(Oc3ccc(N)cc3F)c2s1. Reactants: [BH4-], CCn1cncc1-c1cc2nccc(Oc3ccc([N+](=O)[O-])cc3F)c2s1, C1CCOC1, CO, [Na+], Cl[Ni]Cl. Reaction SMILES: [BH4-:28].[CH2:1]([CH3:2])[n:3]1[cH:4][n:5][cH:6][c:7]1-[c:8]1[cH:9][c:10]2[n:11][cH:12][cH:13][c:14]([O:17][c:18]3[c:19]([F:27])[cH:20][c:21]([N+:24]([O-:25])=[O:26])[cH:22][cH:23]3)[c:15]2[s:16]1.[CH2:32]1[O:33][CH2:34][CH2:35][CH2:36]1.[CH3:30][OH:31].[Na+:29].[Ni:37]([Cl:38])[Cl:39]>>[CH2:1]([CH3:2])[n:3]1[cH:4][n:5][cH:6][c:7]1-[c:8]1[cH:9][c:10]2[n:11][cH:12][cH:13][c:14]([O:17][c:18]3[c:19]([F:27])[cH:20][c:21]([NH2:24])[cH:22][cH:23]3)[c:15]2[s:16]1.